This data is from the Open Reaction Database (ORD), a public repository of structured organic reaction records. The task is: describe an organic reaction: reactants, conditions, products, and yield The reactants are Cc1cccc(SC2(CO)CCN(C(=O)OC(C)(C)C)CC2)c1, ClCCl, Cl. Yields the product Cl, Cc1cccc(SC2(CO)CCNCC2)c1. As a reaction SMILES: [C:1]([O:2][C:3](=[O:4])[N:8]1[CH2:9][CH2:10][C:11]([S:14][c:15]2[cH:16][c:17]([CH3:21])[cH:18][cH:19][cH:20]2)([CH2:22][OH:23])[CH2:12][CH2:13]1)([CH3:5])([CH3:6])[CH3:7].[Cl:25][CH2:26][Cl:27].[ClH:24]>>[ClH:24].[NH:8]1[CH2:9][CH2:10][C:11]([S:14][c:15]2[cH:16][c:17]([CH3:21])[cH:18][cH:19][cH:20]2)([CH2:22][OH:23])[CH2:12][CH2:13]1. Starting materials: COC([C@@H](NC([C@@H](NC(CC1C(C(C=C(CC1)C)CC1=CC=CC=C1)=O)=O)C(C)C)=O)C(C)C)=O (2-(2-oxo-3-benzyl-5-methyl-cyclohept-4-en-1-yl)-1-oxo-ethyl-valinyl valine methyl ester), [BH4-].[Na+] (NaBH4). The solvent is C(C)O (ethanol). Reaction conditions: time 30 minute. Product: COC([C@@H](NC([C@@H](NC(CC1C(C(C=C(CC1)C)CC1=CC=CC=C1)O)=O)C(C)C)=O)C(C)C)=O (2-(2-hydroxy-3-benzyl-5-methyl-cyclohept-4-en-1-yl)-1-oxo-ethyl-valinyl valine methyl ester). As a reaction SMILES: [CH3:1][O:2][C:3](=[O:35])[C@H:4]([CH:32]([CH3:34])[CH3:33])[NH:5][C:6](=[O:31])[C@H:7]([CH:28]([CH3:30])[CH3:29])[NH:8][C:9](=[O:27])[CH2:10][CH:11]1[CH2:17][CH2:16][C:15]([CH3:18])=[CH:14][CH:13]([CH2:19][C:20]2[CH:25]=[CH:24][CH:23]=[CH:22][CH:21]=2)[C:12]1=[O:26].[BH4-].[Na+]>C(O)C>[CH3:1][O:2][C:3](=[O:35])[C@H:4]([CH:32]([CH3:34])[CH3:33])[NH:5][C:6](=[O:31])[C@H:7]([CH:28]([CH3:30])[CH3:29])[NH:8][C:9](=[O:27])[CH2:10][CH:11]1[CH2:17][CH2:16][C:15]([CH3:18])=[CH:14][CH:13]([CH2:19][C:20]2[CH:25]=[CH:24][CH:23]=[CH:22][CH:21]=2)[CH:12]1[OH:26] |f:1.2|. Reported procedure: To the above keto-peptide (24) (0.44 g) in ethanol (20 mL) with stirring at room temperature was added NaBH4 (69 mg) in one portion. After stirring for 30 min the reaction was quenched by the addition of aqueous 1N HCl (50 mL). The reaction was extracted with ethyl acetate, washed with saturated NaCl, dried over MgSO4 and evaporated to dryness. The title compound was obtained as a mixture of diastereomers by flash chromatography on silica gel eluted with 60% ethyl acetate in n-hexane then by gra... The reactants are CC(C)(C#N)c1cccc(OCc2ccccc2)c1, N#CCc1cccc(OCc2ccccc2)c1, CBr, CC(C)C[AlH]CC(C)C, CS(C)=O, [Na+], [OH-]. The product is CC(C)(C=O)c1cccc(OCc2ccccc2)c1. RXN SMILES: [CH2:18]([c:19]1[cH:20][cH:21][cH:22][cH:23][cH:24]1)[O:25][c:26]1[cH:27][c:28]([C:32]([C:33]#[N:34])([CH3:35])[CH3:36])[cH:29][cH:30][cH:31]1.[CH2:1]([O:8][c:2]1[cH:3][c:4]([CH2:5][C:6]#[N:7])[cH:9][cH:10][cH:11]1)[c:12]1[cH:13][cH:14][cH:15][cH:16][cH:17]1.[CH3:37][Br:38].[CH3:39][CH:40]([CH2:41][AlH:42][CH2:43][CH:44]([CH3:45])[CH3:46])[CH3:47].[CH3:50][S:51]([CH3:52])=[O:53].[Na+:49].[OH-:48]>>[O:8]=[CH:33][C:32]([c:28]1[cH:27][c:26]([O:25][CH2:18][c:19]2[cH:20][cH:21][cH:22][cH:23][cH:24]2)[cH:31][cH:30][cH:29]1)([CH3:35])[CH3:36]. Starting materials: O (water), C(=O)([O-])[O-].[K+].[K+] (K2CO3), C1(=CC=CC=C1)CS(=O)(=O)Cl (phenylmethanesulfonyl chloride), Br.BrCCN (2-bromoethanamine hydrobromide). The solvent is C(Cl)Cl (DCM), C(Cl)Cl (DCM). Conditions: time 4 hour. The product is BrCCNS(=O)(=O)CC1=CC=CC=C1 (N-(2-bromoethyl)(phenyl)methanesulfonamide). Isolated yield 81.2%. As a reaction SMILES: C([O-])([O-])=O.[K+].[K+].[C:7]1([CH2:13][S:14](Cl)(=[O:16])=[O:15])[CH:12]=[CH:11][CH:10]=[CH:9][CH:8]=1.Br.[Br:19][CH2:20][CH2:21][NH2:22].O>C(Cl)Cl>[Br:19][CH2:20][CH2:21][NH:22][S:14]([CH2:13][C:7]1[CH:12]=[CH:11][CH:10]=[CH:9][CH:8]=1)(=[O:16])=[O:15] |f:0.1.2,4.5|. Reported procedure: K2CO3 (8.7 g, 62 mmol) was added into a mixture of phenylmethanesulfonyl chloride (6 g, 31 mmol) and 2-bromoethanamine hydrobromide (6.4 g, 31 mmol) in DCM (100 mL) at 0° C. And the resulting mixture was stirred at r.t. for 4 hours and left standing overnight. Upon the completion of reaction, water (100 mL) was added in and DCM phase was separated. The aqueous phase was extracted with DCM. The combined organic phase was dried over Na2SO4, filtered and concentrated in vacuo to provide a crude whi... Reactants: BrC=1C=C(C=C(C1)N1N=CC=C1)NC(=S)N ((3-bromo-5-pyrazol-1-yl-phenyl)-thiourea), BrBr (Br2), N (ammonia). Solvent: O (H2O), C(Cl)Cl (DCM). Reaction conditions: temperature 0 celsius, time 15 minute. Yields the product BrC1=CC(=CC=2N=C(SC21)N)N2N=CC=C2 (7-Bromo-5-pyrazol-1-yl-benzothiazol-2-ylamine). The yield is 33.9%. As a reaction SMILES: [Br:1][C:2]1[CH:3]=[C:4]([NH:13][C:14]([NH2:16])=[S:15])[CH:5]=[C:6]([N:8]2[CH:12]=[CH:11][CH:10]=[N:9]2)[CH:7]=1.BrBr.N>C(Cl)Cl.O>[Br:1][C:2]1[C:3]2[S:15][C:14]([NH2:16])=[N:13][C:4]=2[CH:5]=[C:6]([N:8]2[CH:12]=[CH:11][CH:10]=[N:9]2)[CH:7]=1. Procedure: To a solution of (3-bromo-5-pyrazol-1-yl-phenyl)-thiourea (1.0 g, 3.0 mmol) in DCM (17.0 mL) at 0° C. was added dropwise a solution of Br2 (1.07 g, 6.0 mmol, in 3.0 ml of DCM) over a period of 15 min. The reaction mixture was stirred at 0° C. for 15 min followed by refluxing for 2 h. The reaction mixture was cooled to room temperature and filtered to get the crude residue that was washed with hexane and diethyl ether. The solid thus obtained was dissolved in H2O, basified with aqueous ammonia so...